Task: describe an organic reaction: reactants, conditions, products, and yield. Dataset: the Open Reaction Database (ORD), a public repository of structured organic reaction records The reactants are NC1=NC=C(N=C1Br)Br (2-amino-3,5-dibromopyrazine), O (water), [H-].[Na+] (Sodium hydride), C1(CCC1)CO (cyclobutanemethanol). Run in O1CCCC1 (tetrahydrofuran), O1CCCC1 (tetrahydrofuran). Run at time 45 minute. Product: BrC=1N=C(C(=NC1)N)OCC1CCC1 (5-bromo-3-cyclobutylmethoxy-pyrazin-2-ylamine). Isolated yield 100.0%. As a reaction SMILES: [H-].[Na+].[CH:3]1([CH2:7][OH:8])[CH2:6][CH2:5][CH2:4]1.[NH2:9][C:10]1[C:15](Br)=[N:14][C:13]([Br:17])=[CH:12][N:11]=1.O>O1CCCC1>[Br:17][C:13]1[N:14]=[C:15]([O:8][CH2:7][CH:3]2[CH2:6][CH2:5][CH2:4]2)[C:10]([NH2:9])=[N:11][CH:12]=1 |f:0.1|. Procedure details: Sodium hydride (0.96 g, 23.7 mmol) was added in portions to a solution of cyclobutanemethanol (2.2 mL, 23.7 mmol) in tetrahydrofuran (30 mL) at 0° C., the reaction mixture was stirred at room temperature for 45 minutes. A solution of 2-amino-3,5-dibromopyrazine (3.0 g, 11.9 mmol) in tetrahydrofuran (10 mL) was added and the reaction mixture was heated at 50° C. for 16 hours. The reaction mixture was cooled to room temperature and water (2 mL) was added, the whole was then concentrated in vacuo t... The reactants are BrCCOCCBr, O=C1CCc2ccc(Br)cc21, CC(C)(C)O, CC(C)(C)[O-], CC1CCCO1, [K+]. The product is O=C1c2cc(Br)ccc2CC12CCOCC2. Reaction SMILES: [Br:18][CH2:19][CH2:20][O:21][CH2:22][CH2:23][Br:24].[Br:7][c:8]1[cH:9][cH:10][c:11]2[c:15]([cH:16]1)[C:14](=[O:17])[CH2:13][CH2:12]2.[C:25]([OH:26])([CH3:27])([CH3:28])[CH3:29].[CH3:1][C:2]([CH3:3])([O-:4])[CH3:5].[CH3:30][CH:31]1[CH2:32][CH2:33][CH2:34][O:35]1.[K+:6]>>[Br:7][c:8]1[cH:9][cH:10][c:11]2[c:15]([cH:16]1)[C:14](=[O:17])[C:13]1([CH2:12]2)[CH2:19][CH2:20][O:21][CH2:22][CH2:23]1. Reactants: COC1=CC=C(C=N1)C1=C(N)C=C(C=C1)N1CCOCC1 (2-(6-methoxypyridin-3-yl)-5-morpholinoaniline), ClC1=C(C(=NC2=CC(=CC(=C12)F)F)C1=NC=CC=C1)C (4-chloro-5,7-difluoro-3-methyl-2-(pyridin-2-yl)quinoline), C1(CCCCC1)P(C1(C(=C(C=C(C1)C(C)C)C(C)C)C1=CC=CC=C1)C(C)C)C1CCCCC1 (2-dicyclohexylphosphino-2,4,6,-triisopropylbiphenyl), CC(C)C1=CC(=C(C(=C1)C(C)C)C2=C(C=CC=C2)P(C3CCCCC3)C4CCCCC4)C(C)C (X-Phos), CC(C)([O-])C.[Na+] (sodium tert-butoxide). Reagents/catalysts: C=1C=CC(=CC1)/C=C/C(=O)/C=C/C2=CC=CC=C2.C=1C=CC(=CC1)/C=C/C(=O)/C=C/C2=CC=CC=C2.C=1C=CC(=CC1)/C=C/C(=O)/C=C/C2=CC=CC=C2.[Pd].[Pd] (tris(dibenzylideneacetone)dipalladium). Run in O (water), C1(=CC=CC=C1)C (toluene). Reaction conditions: temperature 100 celsius, time 21 hour. The product is FC1=C2C(=C(C(=NC2=CC(=C1)F)C1=NC=CC=C1)C)NC1=C(C=CC(=C1)N1CCOCC1)C=1C=NC(=CC1)OC (5,7-difluoro-N-(2-(6-methoxypyridin-3-yl)-5-morpholinophenyl)-3-methyl-2-(pyridin-2-yl)quinolin-4-amine). Reaction SMILES: [CH3:1][O:2][C:3]1[N:8]=[CH:7][C:6]([C:9]2[CH:15]=[CH:14][C:13]([N:16]3[CH2:21][CH2:20][O:19][CH2:18][CH2:17]3)=[CH:12][C:10]=2[NH2:11])=[CH:5][CH:4]=1.Cl[C:23]1[C:32]2[C:27](=[CH:28][C:29]([F:34])=[CH:30][C:31]=2[F:33])[N:26]=[C:25]([C:35]2[CH:40]=[CH:39][CH:38]=[CH:37][N:36]=2)[C:24]=1[CH3:41].C1(P(C2CCCCC2)C2(C(C)C)CC(C(C)C)=CC(C(C)C)=C2C2C=CC=CC=2)CCCCC1.CC(C1C=C(C(C)C)C(C2C=CC=CC=2P(C2CCCCC2)C2CCCCC2)=C(C(C)C)C=1)C.CC(C)([O-])C.[Na+]>C1(C)C=CC=CC=1.C1C=CC(/C=C/C(/C=C/C2C=CC=CC=2)=O)=CC=1.C1C=CC(/C=C/C(/C=C/C2C=CC=CC=2)=O)=CC=1.C1C=CC(/C=C/C(/C=C/C2C=CC=CC=2)=O)=CC=1.[Pd].[Pd].O>[F:33][C:31]1[CH:30]=[C:29]([F:34])[CH:28]=[C:27]2[C:32]=1[C:23]([NH:11][C:10]1[CH:12]=[C:13]([N:16]3[CH2:21][CH2:20][O:19][CH2:18][CH2:17]3)[CH:14]=[CH:15][C:9]=1[C:6]1[CH:7]=[N:8][C:3]([O:2][CH3:1])=[CH:4][CH:5]=1)=[C:24]([CH3:41])[C:25]([C:35]1[CH:40]=[CH:39][CH:38]=[CH:37][N:36]=1)=[N:26]2 |f:4.5,7.8.9.10.11|. Reported procedure: A mixture of 2-(6-methoxypyridin-3-yl)-5-morpholinoaniline (60.7 mg, 0.21 mmol), 4-chloro-5,7-difluoro-3-methyl-2-(pyridin-2-yl)quinoline (50.9 mg, 0.17 mmol), 2-dicyclohexylphosphino-2,4,6,-triisopropylbiphenyl, (X-Phos) (13.9 mg, 0.029 mmol), tris(dibenzylideneacetone)dipalladium (0) (6.5 mg, 7.10 μmol), and sodium tert-butoxide (43.3 mg, 0.45 mmol) in dry toluene (1.5 mL) was degassed by nitrogen. The resulting reaction was heated to 100° C. and monitored with TLC and LC-MS. After 21 h, the r... Starting materials: N#CC1(c2ccccc2)CCNCC1, O=C([O-])[O-], CN(C)C=O, Fc1ccc2c(CCCCl)noc2c1, Cl, [I-], [K+], [K+], [K+]. Yields the product N#CC1(c2ccccc2)CCN(CCCc2noc3cc(F)ccc23)CC1, Cl. RXN SMILES: [C:2](#[N:3])[C:4]1([c:10]2[cH:11][cH:12][cH:13][cH:14][cH:15]2)[CH2:5][CH2:6][NH:7][CH2:8][CH2:9]1.[C:30](=[O:31])([O-:32])[O-:33].[CH3:38][N:39]([CH3:40])[CH:41]=[O:42].[Cl:16][CH2:17][CH2:18][CH2:19][c:20]1[n:21][o:22][c:23]2[c:24]1[cH:25][cH:26][c:27]([F:29])[cH:28]2.[ClH:1].[I-:37].[K+:34].[K+:35].[K+:36]>>[C:2](#[N:3])[C:4]1([c:10]2[cH:11][cH:12][cH:13][cH:14][cH:15]2)[CH2:5][CH2:6][N:7]([CH2:17][CH2:18][CH2:19][c:20]2[n:21][o:22][c:23]3[c:24]2[cH:25][cH:26][c:27]([F:29])[cH:28]3)[CH2:8][CH2:9]1.[ClH:16]. The reactants are CO.C(Cl)Cl (MeOH DCM), N1(CCC1)C=1O[C@@H]2[C@H](N1)[C@H]([C@@H]([C@H](C2)CF)OCC2=CC=CC=C2)OCC2=CC=CC=C2 ((3aS,4R,5R,6S,7aS)-2-(azetidin-1-yl)-4,5-bis(benzyloxy)-6-(fluoromethyl)-3a,4,5,6,7,7a-hexahydrobenzo[d]oxazole), B(Cl)(Cl)Cl (BCl3). The solvent is C(Cl)Cl (DCM), C(Cl)Cl (DCM). Reaction conditions: temperature 0 celsius, time 5 hour. Product: N1(CCC1)C=1O[C@@H]2[C@H](N1)[C@H]([C@@H]([C@H](C2)CF)O)O ((3aR,4R,5R,6S,7aS)-2-(azetidin-1-yl)-6-(fluoromethyl)-3a,4,5,6,7,7a-hexahydrobenzo[d]oxazole-4,5-diol). Yield: 79.1%. Reaction SMILES: [N:1]1([C:5]2[O:6][C@H:7]3[CH2:13][C@H:12]([CH2:14][F:15])[C@@H:11]([O:16]CC4C=CC=CC=4)[C@H:10]([O:24]CC4C=CC=CC=4)[C@H:8]3[N:9]=2)[CH2:4][CH2:3][CH2:2]1.B(Cl)(Cl)Cl.CO.C(Cl)Cl>C(Cl)Cl>[N:1]1([C:5]2[O:6][C@H:7]3[CH2:13][C@H:12]([CH2:14][F:15])[C@@H:11]([OH:16])[C@H:10]([OH:24])[C@H:8]3[N:9]=2)[CH2:4][CH2:3][CH2:2]1 |f:2.3|. Procedure details: To a solution of (3aS,4R,5R,6S,7aS)-2-(azetidin-1-yl)-4,5-bis(benzyloxy)-6-(fluoromethyl)-3a,4,5,6,7,7a-hexahydrobenzo[d]oxazole (80.0 mg, 0.189 mmol) in DCM (2 mL) at −78° C. was added a solution of BCl3 in DCM (1.0 M, 0.47 mL, 0.47 mmol). The mixture was slowly warmed up to 0° C. and stirred at this temperature for 5 h. The reaction was cooled to −78° C. again and a 1:1 mixture of MeOH-DCM (5 mL) was added dropwise to quench the reaction. Solvents were evaporated and the residue was treated wi... Reactants: CN(C)C=O, CC(C)I, [H-], [Na+], O, COc1cc(I)cc(OC)c1O. The product is COc1cc(I)cc(OC)c1OC(C)C. As a reaction SMILES: [CH3:20][N:21]([CH3:22])[CH:23]=[O:24].[CH:13]([CH3:14])([CH3:15])[I:16].[H-:17].[Na+:18].[OH2:19].[OH:1][c:2]1[c:3]([O:11][CH3:12])[cH:4][c:5]([I:10])[cH:6][c:7]1[O:8][CH3:9]>>[O:1]([c:2]1[c:3]([O:11][CH3:12])[cH:4][c:5]([I:10])[cH:6][c:7]1[O:8][CH3:9])[CH:13]([CH3:14])[CH3:15]. Starting materials: CCOC(=O)C(F)(F)Br, C=CC(=O)OCC, CN(C)CCN(C)C, [Cu], C1CCOC1. Yields the product CCOC(=O)CCC(F)(F)C(=O)OCC. RXN SMILES: [Br:1][C:2]([C:3](=[O:4])[O:5][CH2:6][CH3:7])([F:8])[F:9].[C:10]([CH:11]=[CH2:12])(=[O:13])[O:14][CH2:15][CH3:16].[CH3:17][N:18]([CH3:19])[CH2:20][CH2:21][N:22]([CH3:23])[CH3:24].[Cu:30].[O:25]1[CH2:26][CH2:27][CH2:28][CH2:29]1>>[C:2]([C:3](=[O:4])[O:5][CH2:6][CH3:7])([F:8])([F:9])[CH2:12][CH2:11][C:10](=[O:13])[O:14][CH2:15][CH3:16].